describe an organic reaction: reactants, conditions, products, and yield From a dataset of the Open Reaction Database (ORD), a public repository of structured organic reaction records. Reactants: C1(=CC=CC=C1)C1=NCCN=C1C1=CC=CC=C1 (2,3-diphenyl-5,6-dihydropyrazine), C(C1=CC=CC=C1)=O (benzaldehyde), [OH-].[K+] (potassium hydroxide), CCCCCC (hexane). The solvent is CO (methanol), C(C)(=O)OCC (ethyl acetate). Product: C1(=CC=CC=C1)C1=NC=C(N=C1C1=CC=CC=C1)CC1=CC=CC=C1 (2,3-diphenyl-5-benzylpyrazine). The yield is 91.3%. As a reaction SMILES: [C:1]1([C:7]2[C:12]([C:13]3[CH:18]=[CH:17][CH:16]=[CH:15][CH:14]=3)=[N:11][CH2:10][CH2:9][N:8]=2)[CH:6]=[CH:5][CH:4]=[CH:3][CH:2]=1.[CH:19](=O)[C:20]1[CH:25]=[CH:24][CH:23]=[CH:22][CH:21]=1.[OH-].[K+].CCCCCC>CO.C(OCC)(=O)C>[C:1]1([C:7]2[C:12]([C:13]3[CH:14]=[CH:15][CH:16]=[CH:17][CH:18]=3)=[N:11][C:10]([CH2:19][C:20]3[CH:25]=[CH:24][CH:23]=[CH:22][CH:21]=3)=[CH:9][N:8]=2)[CH:6]=[CH:5][CH:4]=[CH:3][CH:2]=1 |f:2.3|. Reported procedure: In 20 ml of methanol were dissolved 2.570 g of 2,3-diphenyl-5,6-dihydropyrazine, 1.060 g of benzaldehyde and 0.672 g of potassium hydroxide. The solution was heated under reflux for 1 hour. Methanol was removed from the reaction solution by distillation under reduced pressure, and to the residue was added 50 ml of water. The resulting mixture was extracted three times with ethyl acetate. The organic layer from the extraction was washed with water and dried over anhydrous sodium sulfate. The solv...